Dataset: the Open Reaction Database (ORD), a public repository of structured organic reaction records. Task: describe an organic reaction: reactants, conditions, products, and yield The reactants are NC(C#N)(CN1N=C2C(=N1)C=CC(=C2)OC(F)(F)F)C (2-amino-3-(5-trifluoromethoxy-2H-benzotriazol-2-yl)-2-methylpropionitrile), FC(C1=CC=C(C(=S)Cl)C=C1)(F)F (4-trifluoromethylthiobenzoyl chloride). Yields the product C(#N)C(CN1N=C2C(=N1)C=CC(=C2)OC(F)(F)F)(C)NC(C2=CC=C(C=C2)C(F)(F)F)=S (N-[1-Cyano-1-methyl-2-(5-trifluoromethoxy-2H-benzotriazol-2-yl)ethyl]-4-trifluoromethylthiobenzamide), solid. Yield: 83.0%. As a reaction SMILES: [NH2:1][C:2]([CH3:20])([CH2:5][N:6]1[N:10]=[C:9]2[CH:11]=[CH:12][C:13]([O:15][C:16]([F:19])([F:18])[F:17])=[CH:14][C:8]2=[N:7]1)[C:3]#[N:4].[F:21][C:22]([F:33])([F:32])[C:23]1[CH:31]=[CH:30][C:26]([C:27](Cl)=[S:28])=[CH:25][CH:24]=1>>[C:3]([C:2]([NH:1][C:27](=[S:28])[C:26]1[CH:25]=[CH:24][C:23]([C:22]([F:21])([F:32])[F:33])=[CH:31][CH:30]=1)([CH3:20])[CH2:5][N:6]1[N:10]=[C:9]2[CH:11]=[CH:12][C:13]([O:15][C:16]([F:17])([F:18])[F:19])=[CH:14][C:8]2=[N:7]1)#[N:4]. Reported procedure: Using a procedure similar to that described in Example 1, except using 2-amino-3-(5-trifluoromethoxy-2H-benzotriazol-2-yl)-2-methylpropionitrile (100 mg, described in Example 30) and 4-trifluoromethylthiobenzoyl chloride (0.12 mL), the title compound was isolated as a white solid (142 mg, 83%). MS (ES): M/Z [M+H]=490. 1H NMR: (400 MHz, CHLOROFORM-d): 1.75 (s, 3H), 5.48 (d, J=13.4 Hz, 1H), 5.52 (d, J=13.3 Hz, 1H), 7.47 (d, J=10.6 Hz, 1H), 7.85-7.91 (m, 4H), 8.05 (br s, 1H), 8.12 (d, 1H, J=9.3 Hz)... Starting materials: BrC1=CC=C(C#N)C=C1 (4-Bromobenzonitrile), Cu(I)I, CC(CN1C(N(C2=C1C=CC(=C2F)C2=CC(=CC=C2)O)C)=O)(C)C (1-(2,2-dimethylpropyl)-4-fluoro-5-(3-hydroxyphenyl)-3-methyl-1,3-dihydro-2H-benzimidazol-2-one), BrC1=CC=C(C#N)C=C1 (4-Bromobenzonitrile), C([O-])([O-])=O.[Cs+].[Cs+] (Cesium carbonate). The reagents and catalysts are [Cu]I (Copper(I) iodide). Solvent: CN1CCCC1=O (NMP). Run at time 2 hour. Yields the product CC(CN1C(N(C2=C1C=CC(=C2F)C=2C=C(OC1=CC=C(C#N)C=C1)C=CC2)C)=O)(C)C (4-{3-[1-(2,2-dimethylpropyl)-4-fluoro-3-methyl-2-oxo-2,3-dihydro-1H-benzimidazol-5-yl]phenoxy}benzonitrile). As a reaction SMILES: [CH3:1][C:2]([CH3:24])([CH3:23])[CH2:3][N:4]1[C:8]2[CH:9]=[CH:10][C:11]([C:14]3[CH:19]=[CH:18][CH:17]=[C:16]([OH:20])[CH:15]=3)=[C:12]([F:13])[C:7]=2[N:6]([CH3:21])[C:5]1=[O:22].Br[C:26]1[CH:33]=[CH:32][C:29]([C:30]#[N:31])=[CH:28][CH:27]=1.C(=O)([O-])[O-].[Cs+].[Cs+]>CN1C(=O)CCC1.[Cu]I>[CH3:1][C:2]([CH3:24])([CH3:23])[CH2:3][N:4]1[C:8]2[CH:9]=[CH:10][C:11]([C:14]3[CH:15]=[C:16]([CH:17]=[CH:18][CH:19]=3)[O:20][C:26]3[CH:33]=[CH:32][C:29]([C:30]#[N:31])=[CH:28][CH:27]=3)=[C:12]([F:13])[C:7]=2[N:6]([CH3:21])[C:5]1=[O:22] |f:2.3.4|. Procedure: A solution of 1-(2,2-dimethylpropyl)-4-fluoro-5-(3-hydroxyphenyl)-3-methyl-1,3-dihydro-2H-benzimidazol-2-one (7-15, 55 mg, 0.17 mmol) in NMP (1 ml) was sequentially charged with 4-Bromobenzonitrile (61.0 mg, 0.34 mmol, 2.0 eq), Cesium carbonate (109 mg, 0.34 mmol, 2.0 eq) and Copper(I) iodide (31.9 mg, 0.17 mmol, 1.0 eq). The resulting mixture was irradiated in a microwave at 195 deg C. for 2 h. LC/MS analysis showed only partial conversion, therefore additional amounts of 4-Bromobenzonitrile (6... The reactants are ( b ), [OH-].[K+] (potassium hydroxide), CC(CCCCCCCCCCCCCCCCCCC)=O (2-heneicosanone), O.NN (hydrazine hydrate). Procedure: reacting 2,4-alkaneanedione with 1-bromooctadecane in absolute ethanol in the presence of 18-crown-6 as catalyst to produce 2-heneicosanone; and (b) reducing said 2-heneicosanone using hydrazine hydrate and potassium hydroxide in ethylene glycol to obtain n-heneicosane. RXN SMILES: [CH3:1][C:2](=O)[CH2:3][CH2:4][CH2:5][CH2:6][CH2:7][CH2:8][CH2:9][CH2:10][CH2:11][CH2:12][CH2:13][CH2:14][CH2:15][CH2:16][CH2:17][CH2:18][CH2:19][CH2:20][CH3:21].O.NN.[OH-].[K+]>C(O)CO>[CH3:21][CH2:20][CH2:19][CH2:18][CH2:17][CH2:16][CH2:15][CH2:14][CH2:13][CH2:12][CH2:11][CH2:10][CH2:9][CH2:8][CH2:7][CH2:6][CH2:5][CH2:4][CH2:3][CH2:2][CH3:1] |f:1.2,3.4|. The product is CCCCCCCCCCCCCCCCCCCCC (n-heneicosane). The solvent is C(CO)O (ethylene glycol). Starting materials: O1CCCC1 (tetrahydrofuran), C[O-].[Na+] (sodium methoxide), ClC1=NC2=CC(=C(C=C2N=C1Cl)Cl)Cl (2,3,6,7-tetrachloroquinoxaline), C[O-].[Na+] (sodium methoxide). Solvent: CO (methanol). Run at time 3 day. Yields the product ClC=1C=C2N=C(C(=NC2=CC1Cl)OC)OC (6,7-Dichloro-2,3-dimethoxyquinoxaline). Isolated yield 95.0%. As a reaction SMILES: [CH3:1][O-:2].[Na+].Cl[C:5]1[C:14](Cl)=[N:13][C:12]2[C:7](=[CH:8][C:9]([Cl:17])=[C:10]([Cl:16])[CH:11]=2)[N:6]=1.[O:18]1[CH2:22]CCC1>CO>[Cl:17][C:9]1[CH:8]=[C:7]2[C:12](=[CH:11][C:10]=1[Cl:16])[N:13]=[C:14]([O:2][CH3:1])[C:5]([O:18][CH3:22])=[N:6]2 |f:0.1|. Procedure details: A solution of sodium methoxide (25% wt/v in methanol, 190 mL, 880 mmol) was added dropwise to a stirred suspension of 2,3,6,7-tetrachloroquinoxaline (106 g, 400 mmol) in methanol (1400 mL) at room temperature under nitrogen. After 3 days, a solution of sodium methoxide (25% wt/v in methanol, 40 mL, 190 mmol) was added, followed by tetrahydrofuran (300 mL). The reaction mixture was heated under reflux for 5 minutes, cooled, concentrated to a small volume under reduced pressure and poured into wat... Reactants: CC(=O)[O-], COc1ccc(C=O)cc1OC, CC(=O)O, C[N+](=O)[O-], [NH4+]. Yields the product COc1ccc(CC[N+](=O)[O-])cc1OC. Reaction SMILES: [CH3:14][C:15](=[O:16])[O-:17].[CH3:1][O:2][c:3]1[cH:4][cH:5][c:6]([CH:7]=[O:8])[cH:9][c:10]1[O:11][CH3:12].[CH3:22][C:23](=[O:24])[OH:25].[N+:18](=[O:19])([O-:20])[CH3:21].[NH4+:13]>>[CH3:1][O:2][c:3]1[cH:4][cH:5][c:6]([CH2:7][CH2:21][N+:18](=[O:19])[O-:20])[cH:9][c:10]1[O:11][CH3:12]. Reactants: O=C([O-])[O-], COC(=O)c1cncc(Br)c1, CN(C)C=O, [Cs+], [Cs+], OB(O)c1ccc(C(F)(F)F)cc1. Product: COC(=O)c1cncc(-c2ccc(C(F)(F)F)cc2)c1. RXN SMILES: [C:12](=[O:13])([O-:14])[O-:15].[CH3:1][O:2][C:3](=[O:4])[c:5]1[cH:6][n:7][cH:8][c:9]([Br:11])[cH:10]1.[CH3:31][N:32]([CH3:33])[CH:34]=[O:35].[Cs+:16].[Cs+:17].[F:18][C:19]([c:20]1[cH:21][cH:22][c:23]([B:26]([OH:27])[OH:28])[cH:24][cH:25]1)([F:29])[F:30]>>[CH3:1][O:2][C:3](=[O:4])[c:5]1[cH:6][n:7][cH:8][c:9](-[c:23]2[cH:22][cH:21][c:20]([C:19]([F:18])([F:29])[F:30])[cH:25][cH:24]2)[cH:10]1. Starting materials: ClC(=O)OCC (ethyl chloroformate), ClC1=CC(=C(N)C=C1OC(C)C)F (4-chloro-2-fluoro-5-isopropoxyaniline), N1=CC=CC=C1 (pyridine). Run in C(Cl)Cl (methylene chloride). Yields the product ClC1=CC(=C(C=C1OC(C)C)NC(OCC)=O)F (ethyl N-(4-chloro-2-fluoro-5-isopropoxyphenyl)-carbamate). Reaction SMILES: Cl[C:2]([O:4][CH2:5][CH3:6])=[O:3].[Cl:7][C:8]1[C:14]([O:15][CH:16]([CH3:18])[CH3:17])=[CH:13][C:11]([NH2:12])=[C:10]([F:19])[CH:9]=1.N1C=CC=CC=1>C(Cl)Cl>[Cl:7][C:8]1[C:14]([O:15][CH:16]([CH3:18])[CH3:17])=[CH:13][C:11]([NH:12][C:2](=[O:3])[O:4][CH2:5][CH3:6])=[C:10]([F:19])[CH:9]=1. Procedure: 12.8 g of ethyl chloroformate are added while stirring to a solution of 20 g of 4-chloro-2-fluoro-5-isopropoxyaniline in 100 ml of methylene chloride at room temperature. 9.4 g of pyridine are subsequently added dropwise during 20 minutes at 20° C. while stirring and cooling. The reaction mixture is stirred for 20 minutes, washed three times with in each case 200 ml of a solution of 20 ml of 2N hydrochloric acid in 200 ml of water, dried over anhydrous sodium sulphate and evaporated to dryness u... The reactants are CN1C2CCC1CC(=O)C2 (tropinone), O (Water), BrC1=C(C=CC=C1)OC (2-bromoanisole), C(CCC)[Li] (n-butyllithium). Run in C(C)OCC (diethyl ether), C(C)OCC (diethyl ether). Run at time 0.5 hour. Yields the product OC1(CC2CCC(C1)N2C)C2=C(C=CC=C2)OC (3-Hydroxy-3-(2-methoxyphenyl)-8-methyl-8-azabicyclo[3.2.1]octane). Reaction SMILES: Br[C:2]1[CH:7]=[CH:6][CH:5]=[CH:4][C:3]=1[O:8][CH3:9].C([Li])CCC.[CH3:15][N:16]1[CH:20]2[CH2:21][C:22]([CH2:24][CH:17]1[CH2:18][CH2:19]2)=[O:23].O>C(OCC)C>[OH:23][C:22]1([C:2]2[CH:7]=[CH:6][CH:5]=[CH:4][C:3]=2[O:8][CH3:9])[CH2:21][CH:20]2[N:16]([CH3:15])[CH:17]([CH2:18][CH2:19]2)[CH2:24]1. Procedure details: A stirred solution of 2-bromoanisole (9.25 ml, 0.074 mol) in dry diethyl ether (110 ml) under argon was cooled to 0° C. and was treated with n-butyllithium (1.6M) (45.6 ml, 0.073 mol) slowly. The reaction mixture was then allowed to warm to room temp. After 0.5 h, a solution of tropinone (10.14 g, 0.073 mol) in dry diethyl ether (60 ml) was added causing the reaction mixture to reflux. Reflux was maintained for a further 0.5 h, before the reaction mixture was allowed to cool. Water (40 ml) was t... Procedure: Step BF (3): To a solution of (S)-methyl 2-(benzyloxycarbonylamino)-3-(3,5-dichlorophenyl)propanoate (20.60 g, 53.94 mmol) in THF was added 2M LiOH (250 mL). After the reaction was stirred at rt for 18 h, the THF was removed in vacuo. The pH was adjusted to below two by 6M HCl. The mixture was extracted three times into EtOAc, and the combined organic layers were dried with MgSO4. Concentration in vacuo afforded pure (S)-2-(benzyloxycarbonylamino)-3-(3,5-dichlorophenyl)propanoic acid. This mater... Reactants: ( 3 ), C(C1=CC=CC=C1)OC(=O)N[C@H](C(=O)OC)CC1=CC(=CC(=C1)Cl)Cl ((S)-methyl 2-(benzyloxycarbonylamino)-3-(3,5-dichlorophenyl)propanoate), [Li+].[OH-] (LiOH). The solvent is C1CCOC1 (THF). Conditions: time 18 hour. The product is C(C1=CC=CC=C1)OC(=O)N[C@H](C(=O)O)CC1=CC(=CC(=C1)Cl)Cl ((S)-2-(benzyloxycarbonylamino)-3-(3,5-dichlorophenyl)propanoic acid). Reaction SMILES: [CH2:1]([O:8][C:9]([NH:11][C@@H:12]([CH2:17][C:18]1[CH:23]=[C:22]([Cl:24])[CH:21]=[C:20]([Cl:25])[CH:19]=1)[C:13]([O:15]C)=[O:14])=[O:10])[C:2]1[CH:7]=[CH:6][CH:5]=[CH:4][CH:3]=1.[Li+].[OH-]>C1COCC1>[CH2:1]([O:8][C:9]([NH:11][C@@H:12]([CH2:17][C:18]1[CH:19]=[C:20]([Cl:25])[CH:21]=[C:22]([Cl:24])[CH:23]=1)[C:13]([OH:15])=[O:14])=[O:10])[C:2]1[CH:7]=[CH:6][CH:5]=[CH:4][CH:3]=1 |f:1.2|.